This data is from the Open Reaction Database (ORD), a public repository of structured organic reaction records. The task is: describe an organic reaction: reactants, conditions, products, and yield Reactants: [OH-].[Na+] (sodium hydroxide), OC1=CC=C2C(CC(OC2=C1)(C)C)=O (7-hydroxy-2,2-dimethyl-4-chromanone), ClCSCOCSCCl (chloromethyl-thiomethyl-ether). Reagents/catalysts: C(CCC)[N+](CCCC)(CCCC)CCCC.S(=O)(=O)(O)[O-] (tetrabutyl-ammonium hydrogensulfate). Run in ClCCl (dichloromethane). Run at time 30 minute. Product: CSCOC1=CC=C2C(CC(OC2=C1)(C)C)=O (7-(methylmercapto-methoxy)-2,2-dimethyl-4-chromanone). The yield is 79.3%. Reaction SMILES: [OH-].[Na+].[OH:3][C:4]1[CH:13]=[C:12]2[C:7]([C:8](=[O:16])[CH2:9][C:10]([CH3:15])([CH3:14])[O:11]2)=[CH:6][CH:5]=1.Cl[CH2:18][S:19][CH2:20]OCSCCl>C([N+](CCCC)(CCCC)CCCC)CCC.S([O-])(O)(=O)=O.ClCCl>[CH3:18][S:19][CH2:20][O:3][C:4]1[CH:13]=[C:12]2[C:7]([C:8](=[O:16])[CH2:9][C:10]([CH3:14])([CH3:15])[O:11]2)=[CH:6][CH:5]=1 |f:0.1,4.5|. Procedure details: A mixture of 20 ml of a 10% sodium hydroxide solution, 40 ml of dichloromethane, 0.5 g (2 millimoles) of tetrabutyl-ammonium-hydrogensulfate and 10 millimoles of 7-hydroxy-2,2-dimethyl-4-chromanone is intensively stirred for 30 minutes. To the mixture 2.4 g (2.1 ml, 25 millimoles) of chloromethyl-thiomethyl-ether are added, the reaction mixture is stirred for 20 minutes at room temperature and worked up according to Example 12. Thus 2.0 g of the desired compound are obtained in the form of an or... The reactants are Cc1ccc2[nH]c(-c3ccccc3)cc(=O)c2c1, ClCc1ccccc1, [H-], [Na+], CN(C)C=O. The product is Cc1ccc2nc(-c3ccccc3)cc(OCc3ccccc3)c2c1. RXN SMILES: [CH3:1][c:2]1[cH:3][c:4]2[c:5](=[O:18])[cH:6][c:7](-[c:12]3[cH:13][cH:14][cH:15][cH:16][cH:17]3)[nH:8][c:9]2[cH:10][cH:11]1.[Cl:21][CH2:22][c:23]1[cH:24][cH:25][cH:26][cH:27][cH:28]1.[H-:20].[Na+:19].[O:29]=[CH:30][N:31]([CH3:32])[CH3:33]>>[CH3:1][c:2]1[cH:3][c:4]2[c:5]([O:18][CH2:22][c:23]3[cH:24][cH:25][cH:26][cH:27][cH:28]3)[cH:6][c:7](-[c:12]3[cH:13][cH:14][cH:15][cH:16][cH:17]3)[n:8][c:9]2[cH:10][cH:11]1.